This data is from the Open Reaction Database (ORD), a public repository of structured organic reaction records. The task is: describe an organic reaction: reactants, conditions, products, and yield Starting materials: FC(F)Cl, Oc1cc(-c2ccc(Cl)cc2Cl)n[nH]1, [Na+], C1COCCO1, [OH-], O. Product: FC(F)Oc1cc(-c2ccc(Cl)cc2Cl)n[nH]1. Reaction SMILES: [Cl:17][CH:18]([F:19])[F:20].[Cl:1][c:2]1[c:3](-[c:9]2[n:10][nH:11][c:12]([OH:14])[cH:13]2)[cH:4][cH:5][c:6]([Cl:8])[cH:7]1.[Na+:16].[O:21]1[CH2:22][CH2:23][O:24][CH2:25][CH2:26]1.[OH-:15].[OH2:27]>>[Cl:1][c:2]1[c:3](-[c:9]2[n:10][nH:11][c:12]([O:14][CH:18]([F:19])[F:20])[cH:13]2)[cH:4][cH:5][c:6]([Cl:8])[cH:7]1. Starting materials: C(C)(C)(C)C1=C(C=C(C(=C1)Br)[N+](=O)[O-])O (2-tert-butyl-4-bromo-5-nitrophenol), C(C)OC=1C=C(C=CC1)B(O)O (3-ethoxyphenyl boronic acid). Run in CC#N (CH3CN). Yields the product C(C)(C)(C)C1=C(C=C(C(=C1)C1=CC(=CC=C1)OCC)N)O (2-tert-Butyl-4-(3-ethoxyphenyl)-5-aminophenol). Reaction SMILES: [C:1]([C:5]1[CH:10]=[C:9](Br)[C:8]([N+:12]([O-])=O)=[CH:7][C:6]=1[OH:15])([CH3:4])([CH3:3])[CH3:2].[CH2:16]([O:18][C:19]1[CH:20]=[C:21](B(O)O)[CH:22]=[CH:23][CH:24]=1)[CH3:17]>CC#N>[C:1]([C:5]1[CH:10]=[C:9]([C:23]2[CH:22]=[CH:21][CH:20]=[C:19]([O:18][CH2:16][CH3:17])[CH:24]=2)[C:8]([NH2:12])=[CH:7][C:6]=1[OH:15])([CH3:4])([CH3:3])[CH3:2]. Reported procedure: 2-tert-Butyl-4-(3-ethoxyphenyl)-5-aminophenol (C-16) was synthesized following the general scheme above starting from 2-tert-butyl-4-bromo-5-nitrophenol (C-14-a) and 3-ethoxyphenyl boronic acid. HPLC ret. time 2.77 min, 10-99% CH3CN, 5 min run; ESI-MS 286.1 m/z (MH+). Starting materials: COC1=C(C=CC(=C1)OC)C(=O)N1CC2CNCC2C1 ((2,4-Dimethoxy-phenyl)-(hexahydro-pyrrolo[3,4-c]pyrrol-2-yl)-methanone), ClC=1SC2=C(N1)C=CC(=C2)C (2-chloro-6-methyl-benzothiazole). The product is COC1=C(C=CC(=C1)OC)C(=O)N1CC2C(C1)CN(C2)C=2SC1=C(N2)C=CC(=C1)C (2-{5-[(2,4-Dimethoxyphenyl)carbonyl]hexahydropyrrolo[3,4-c]pyrrol-2(1H)-yl}-6-methyl-1,3-benzothiazole). RXN SMILES: [CH3:1][O:2][C:3]1[CH:8]=[C:7]([O:9][CH3:10])[CH:6]=[CH:5][C:4]=1[C:11]([N:13]1[CH2:20][CH:19]2[CH:15]([CH2:16][NH:17][CH2:18]2)[CH2:14]1)=[O:12].Cl[C:22]1[S:23][C:24]2[CH:30]=[C:29]([CH3:31])[CH:28]=[CH:27][C:25]=2[N:26]=1>>[CH3:1][O:2][C:3]1[CH:8]=[C:7]([O:9][CH3:10])[CH:6]=[CH:5][C:4]=1[C:11]([N:13]1[CH2:20][CH:19]2[CH2:18][N:17]([C:22]3[S:23][C:24]4[CH:30]=[C:29]([CH3:31])[CH:28]=[CH:27][C:25]=4[N:26]=3)[CH2:16][CH:15]2[CH2:14]1)=[O:12]. Reported procedure: The title compound was prepared in a manner analogous to Example 15 utilizing Intermediate 38 and 2-chloro-6-methyl-benzothiazole. MS (ESI) mass calcd. for C23H25N3O3S, 423.54; m/z found, 424.2 [M+H]+. As a reaction SMILES: [CH:25]([Cl:26])([Cl:27])[Cl:28].[S:21]([Cl:22])([Cl:23])=[O:24].[c:1]1([CH3:20])[cH:2][cH:3][c:4]([O:7][CH2:8][CH2:9][CH2:10][O:11][c:12]2[cH:13][cH:14][c:15]([CH2:16][OH:17])[cH:18][cH:19]2)[cH:5][cH:6]1>>[c:1]1([CH3:20])[cH:2][cH:3][c:4]([O:7][CH2:8][CH2:9][CH2:10][O:11][c:12]2[cH:13][cH:14][c:15]([CH2:16][Cl:23])[cH:18][cH:19]2)[cH:5][cH:6]1. Product: Cc1ccc(OCCCOc2ccc(CCl)cc2)cc1. The reactants are ClC(Cl)Cl, O=S(Cl)Cl, Cc1ccc(OCCCOc2ccc(CO)cc2)cc1. Reactants: C([O-])([O-])=O.[K+].[K+] (Potassium carbonate), OC=1C(=C(C2=C(C(C(O2)(C)C)=O)C1C)C)C (5-hydroxy-2,2,4,6,7-pentamethyl-2,3-dihydro-1-benzofuran-3-one), C(C1=CC=CC=C1)Br (benzyl bromide). The solvent is CC(=O)C (acetone), CC(=O)C (acetone). Reaction conditions: temperature 50 celsius, time 3 hour. The product is C(C1=CC=CC=C1)OC=1C(=C(C2=C(C(C(O2)(C)C)=O)C1C)C)C (5-BENZYLOXY-2,2,4,6,7-PENTAMETHYL-2,3-DIHYDRO-1-BENZOFURAN-3-ONE). RXN SMILES: C(=O)([O-])[O-].[K+].[K+].[OH:7][C:8]1[C:9]([CH3:22])=[C:10]([CH3:21])[C:11]2[O:15][C:14]([CH3:17])([CH3:16])[C:13](=[O:18])[C:12]=2[C:19]=1[CH3:20].[CH2:23](Br)[C:24]1[CH:29]=[CH:28][CH:27]=[CH:26][CH:25]=1>CC(C)=O>[CH2:23]([O:7][C:8]1[C:9]([CH3:22])=[C:10]([CH3:21])[C:11]2[O:15][C:14]([CH3:16])([CH3:17])[C:13](=[O:18])[C:12]=2[C:19]=1[CH3:20])[C:24]1[CH:29]=[CH:28][CH:27]=[CH:26][CH:25]=1 |f:0.1.2|. Reported procedure: Potassium carbonate (720 g) is added to a solution of 5-hydroxy-2,2,4,6,7-pentamethyl-2,3-dihydro-1-benzofuran-3-one (453 g, 2.1 mol) in acetone (2 L). A solution of benzyl bromide (423 g, 2.5 mmol) in acetone (200 mL) is added portionwise over a period of 10 min. A slight exotherm is observed. After 3 hrs, the mixture is heated to reflux. After 39 hrs, TLC shows complete conversion to product. The mixture is cooled to 50° C. and filtered using 1.5 L of ethyl acetate to remove the solids from th... The reactants are C(C)OC(=O)C1(CC1)C1=CC=C(C=C1)C1=CC=C(C=C1)C1=C(C(=NO1)C)CCO (1-{4′-[4-(2-Hydroxy-ethyl)-3-methyl-isoxazol-5-yl]-biphenyl-4-yl}-cyclopropanecarboxylic acid ethyl ester), BrCC1=CC(=CC=C1)Cl (1-bromomethyl-3-chloro-benzene). Product: ClC=1C=C(COCCC=2C(=NOC2C2=CC=C(C=C2)C2=CC=C(C=C2)C2(CC2)C(=O)O)C)C=CC1 (1-(4′-{4-[2-(3-Chloro-benzyloxy)-ethyl]-3-methyl-isoxazol-5-yl}-biphenyl-4-yl)-cyclopropanecarboxylic acid). As a reaction SMILES: C([O:3][C:4]([C:6]1([C:9]2[CH:14]=[CH:13][C:12]([C:15]3[CH:20]=[CH:19][C:18]([C:21]4[O:25][N:24]=[C:23]([CH3:26])[C:22]=4[CH2:27][CH2:28][OH:29])=[CH:17][CH:16]=3)=[CH:11][CH:10]=2)[CH2:8][CH2:7]1)=[O:5])C.Br[CH2:31][C:32]1[CH:37]=[CH:36][CH:35]=[C:34]([Cl:38])[CH:33]=1>>[Cl:38][C:34]1[CH:33]=[C:32]([CH:37]=[CH:36][CH:35]=1)[CH2:31][O:29][CH2:28][CH2:27][C:22]1[C:23]([CH3:26])=[N:24][O:25][C:21]=1[C:18]1[CH:19]=[CH:20][C:15]([C:12]2[CH:13]=[CH:14][C:9]([C:6]3([C:4]([OH:3])=[O:5])[CH2:7][CH2:8]3)=[CH:10][CH:11]=2)=[CH:16][CH:17]=1. Reported procedure: Prepared according to the procedure described in Example 14, Step 4, using 1-{4′-[4-(2-Hydroxy-ethyl)-3-methyl-isoxazol-5-yl]-biphenyl-4-yl}-cyclopropanecarboxylic acid ethyl ester and 1-bromomethyl-3-chloro-benzene. Reactants: FC1=C(C(=O)OC(C)(C)C)C=C(C(=C1)[N+](=O)[O-])F (tert-butyl 2,5-difluoro-4-nitrobenzoate). Reagents/catalysts: [Pd] (palladium). Solvent: O1CCCC1 (tetrahydrofuran), C(C)(=O)OCC (ethyl acetate). The product is NC1=CC(=C(C(=O)OC(C)(C)C)C=C1F)F (tert-Butyl 4-amino-2,5-difluorobenzoate). As a reaction SMILES: [F:1][C:2]1[CH:14]=[C:13]([N+:15]([O-])=O)[C:12]([F:18])=[CH:11][C:3]=1[C:4]([O:6][C:7]([CH3:10])([CH3:9])[CH3:8])=[O:5]>O1CCCC1.C(OCC)(=O)C.[Pd]>[NH2:15][C:13]1[C:12]([F:18])=[CH:11][C:3]([C:4]([O:6][C:7]([CH3:10])([CH3:9])[CH3:8])=[O:5])=[C:2]([F:1])[CH:14]=1. Procedure: A solution of 1000 mg (2.82 mmol) of tert-butyl 2,5-difluoro-4-nitrobenzoate in 8 ml of tetrahydrofuran and 8 ml of ethyl acetate was hydrogenated in the presence of 65.6 mg of palladium (10% on activated carbon) at RT and standard pressure. The reaction mixture was then filtered through Celite and the filtrate was concentrated under reduced pressure and dried. The crude product was purified by normal phase chromatography (mobile phase: cyclohexane/ethyl acetate 15%-20% mixtures). Yield: 155 mg ... The reactants are [OH-].[Na+] (sodium hydroxide), COC=1C=C(C=CC1OC)C1=CC(N(C(=N1)NNC=O)C)=NC1=C(C=C(C=C1C)C)C (3,4-dihydro-6-(3,4-dimethoxyphenyl)-2-(2-formylhydrazino)-3-methyl-4-(2,4,6-trimethylphenylimino)pyrimidine), polyphosphoric acid. Solvent: O (water). Run at temperature 110 celsius, time 2 hour. Yields the product COC=1C=C(C=CC1OC)C1=CC(N(C=2N1C=NN2)C)=NC2=C(C=C(C=C2C)C)C (7,8-dihydro-5-(3,4-dimethoxyphenyl)-8-methyl-7-(2,4,6-trimethylphenylimino)-1,2,4-triazolo[4,3-a]pyrimidine). The yield is 83.8%. As a reaction SMILES: [CH3:1][O:2][C:3]1[CH:4]=[C:5]([C:11]2[N:16]=[C:15]([NH:17][NH:18][CH:19]=O)[N:14]([CH3:21])[C:13](=[N:22][C:23]3[C:28]([CH3:29])=[CH:27][C:26]([CH3:30])=[CH:25][C:24]=3[CH3:31])[CH:12]=2)[CH:6]=[CH:7][C:8]=1[O:9][CH3:10].[OH-].[Na+]>O>[CH3:1][O:2][C:3]1[CH:4]=[C:5]([C:11]2[N:16]3[CH:19]=[N:18][N:17]=[C:15]3[N:14]([CH3:21])[C:13](=[N:22][C:23]3[C:28]([CH3:29])=[CH:27][C:26]([CH3:30])=[CH:25][C:24]=3[CH3:31])[CH:12]=2)[CH:6]=[CH:7][C:8]=1[O:9][CH3:10] |f:1.2|. Procedure details: The mixture of 3,4-dihydro-6-(3,4-dimethoxyphenyl)-2-(2-formylhydrazino)-3-methyl-4-(2,4,6-trimethylphenylimino)pyrimidine (0.81 g) and polyphosphoric acid (8.2 g, 116% as phosphoric acid) was stirred at 110° C. for 2 hours and cooled to ambient temperature. The reaction mixture was poured into water and neutralized with aqueous sodium hydroxide solution. The precipitates were collected by filtration and washed with water to give 7,8-dihydro-5-(3,4-dimethoxyphenyl)-8-methyl-7-(2,4,6-trimethylphe...